Dataset: the Open Reaction Database (ORD), a public repository of structured organic reaction records. Task: describe an organic reaction: reactants, conditions, products, and yield Starting materials: ClCCNC(=O)N (2-chloro-ethylurea), C(C)(C)N(C(C)C)CC (N,N-diisopropylethylamine), S.[Na] (Sodium hydrogen sulfide), ClC=1C(=C2C3=C(COCC3=CC=C2)C1)C1=NC(=NC(=C1)S(=O)C)N (4-(5-chloro-1H,3H-benzo[de]isochromen-6-yl)-6-methanesulfinyl-pyrimidin-2-ylamine), C(C)(C)N(C(C)C)CC (N,N-diisopropylethylamine), Cl (hydrogen chloride). Run in CN(C=O)C (N,N-dimethylformamide), CN(C=O)C (N,N-dimethylformamide), C(C)OC(C)=O (ethylacetate). Conditions: time 30 minute. Yields the product NC1=NC(=CC(=N1)SCCNC(=O)N)C=1C(=CC=2COCC3=CC=CC1C23)Cl ({2-[2-amino-6-(5-chloro-1H,3H-benzo[de]isochromen-6-yl)-pyrimidin-4-ylsulfanyl]-ethyl}-urea). Isolated yield 67.1%. RXN SMILES: S.[Na].Cl.[Cl:4][C:5]1[C:6]([C:18]2[CH:23]=[C:22]([S:24]([CH3:26])=O)[N:21]=[C:20]([NH2:27])[N:19]=2)=[C:7]2[CH:16]=[CH:15][CH:14]=[C:13]3[C:8]2=[C:9]([CH:17]=1)[CH2:10][O:11][CH2:12]3.C(N(CC)C(C)C)(C)C.ClC[CH2:39][NH:40][C:41]([NH2:43])=[O:42]>CN(C)C=O.C(OC(=O)C)C>[NH2:27][C:20]1[N:21]=[C:22]([S:24][CH2:26][CH2:39][NH:40][C:41]([NH2:43])=[O:42])[CH:23]=[C:18]([C:6]2[C:5]([Cl:4])=[CH:17][C:9]3[CH2:10][O:11][CH2:12][C:13]4[C:8]=3[C:7]=2[CH:16]=[CH:15][CH:14]=4)[N:19]=1 |f:0.1,^1:1|. Procedure details: Sodium hydrogen sulfide (1.07 g) was dissolved in N,N-dimethylformamide (25 ml). To the mixture was added 4N hydrogen chloride in ethylacetate (13.3 ml) at room temperature. After stirring for approximately 30 minutes at the same temperature, to the resulting mixture were added 4-(5-chloro-1H,3H-benzo[de]isochromen-6-yl)-6-methanesulfinyl-pyrimidin-2-ylamine (1.20 g) obtained in Step 5 of Example 314 and N,N-diisopropylethylamine (2.9 ml) successively. The mixture was stirred at 80° C. for four ... The reactants are CN(CC(C)N1C2=CC=CC=C2SC=2C=CC(=CC12)C(N)=S)C (10-[(2RS)-1-dimethylamino-2-propyl]-2-phenothiazinecarbothioamide), C1(CCCCC1)CN (cyclohexylmethylamine), S (hydrogen sulphide). Run in C(C)O (ethanol). Reaction conditions: temperature 125 celsius, time 1 hour. Yields the product C1(CCCCC1)CNC(=S)C1=CC=2N(C3=CC=CC=C3SC2C=C1)C(CN(C)C)C (N-Cyclohexylmethyl-10-[(2RS)-1-dimethylamino-2-propyl]-2-phenothiazinecarbothioamide). RXN SMILES: [CH3:1][N:2]([CH3:23])[CH2:3][CH:4]([N:6]1[C:19]2[CH:18]=[C:17]([C:20](=[S:22])[NH2:21])[CH:16]=[CH:15][C:14]=2[S:13][C:12]2[C:7]1=[CH:8][CH:9]=[CH:10][CH:11]=2)[CH3:5].[CH:24]1([CH2:30]N)[CH2:29][CH2:28][CH2:27][CH2:26][CH2:25]1.S>C(O)C>[CH:24]1([CH2:30][NH:21][C:20]([C:17]2[CH:16]=[CH:15][C:14]3[S:13][C:12]4[C:7](=[CH:8][CH:9]=[CH:10][CH:11]=4)[N:6]([CH:4]([CH3:5])[CH2:3][N:2]([CH3:1])[CH3:23])[C:19]=3[CH:18]=2)=[S:22])[CH2:29][CH2:28][CH2:27][CH2:26][CH2:25]1. Procedure details: A mixture of 10-[(2RS)-1-dimethylamino-2-propyl]-2-phenothiazinecarbothioamide (2 g) and cyclohexylmethylamine 11.4 cc) in absolute ethanol (30 cc) is saturated with hydrogen sulphide and heated for 16 hours to a temperature in the region of 125° C. After cooling, the orange solution obtained is concentrated to dryness under reduced pressure (30 mm Hg; 4 kPa) at 40° C. The residual orange oil is purified by chromatography on a column (height: 25 cm; diameter: 4 cm) of silica gel (0.06-0.04 mm) u... Starting materials: CN(C=1C=C(C=CC1)NC1=NC=NC(=C1)NC)C (N-(3-dimethylamino-phenyl)-N′-methyl-pyrimidine-4,6-diamine), ClC1=C(C(=CC=C1)Cl)N=C=O (2,6-dichlorophenyl isocyanate), ClC1=C(C(=CC=C1)Cl)N=C=O (2,6-dichlorophenyl isocyanate). Solvent: CN(C=O)C (dimethylformamide). Conditions: temperature 90 celsius, time 14 hour. Product: ClC1=C(C(=CC=C1)Cl)NC(N(C)C1=NC=NC(=C1)NC1=CC(=CC=C1)N(C)C)=O (3-(2,6-Dichloro-phenyl)-1-[6-(3-dimethylamino-phenylamino)-pyrimidin-4-yl]-1-methyl-urea). RXN SMILES: [CH3:1][N:2]([CH3:18])[C:3]1[CH:4]=[C:5]([NH:9][C:10]2[CH:15]=[C:14]([NH:16][CH3:17])[N:13]=[CH:12][N:11]=2)[CH:6]=[CH:7][CH:8]=1.[Cl:19][C:20]1[CH:25]=[CH:24][CH:23]=[C:22]([Cl:26])[C:21]=1[N:27]=[C:28]=[O:29]>CN(C)C=O>[Cl:19][C:20]1[CH:25]=[CH:24][CH:23]=[C:22]([Cl:26])[C:21]=1[NH:27][C:28](=[O:29])[N:16]([C:14]1[CH:15]=[C:10]([NH:9][C:5]2[CH:6]=[CH:7][CH:8]=[C:3]([N:2]([CH3:1])[CH3:18])[CH:4]=2)[N:11]=[CH:12][N:13]=1)[CH3:17]. Procedure details: A mixture of N-(3-dimethylamino-phenyl)-N′-methyl-pyrimidine-4,6-diamine (243.3 mg, 1 mmol), 2,6-dichlorophenyl isocyanate (188 mg, 1 mmol) in dry dimethylformamide (2.5 mL) is shaken for 14 h at 90° C. Two additional portions (188 mg, 1 mmol each) of 2,6-dichlorophenyl isocyanate are added after 14 h and 26 h. After 38 h the reaction mixture is evaporated in vacuo and the residue is distributed between ethyl acetate and half-saturated K2CO3 solution. The organic layer is dried over Na2SO4, evap... The reactants are C(C)(=O)Cl (acetyl chloride), 3, C(C)(C)(C)OC(=O)N1CCC(CC1)C=1N(C=C(N1)C1=CC(=C(C=C1)F)C(F)(F)F)CCN(C)C (4-(1-(2-(dimethylamino)ethyl)-4-(4-fluoro-3-(trifluoromethyl)phenyl)-1H-imidazol-2-yl)piperidine-1-carboxylic acid tert-butyl ester). Solvent: C(C)O (ethanol). Conditions: temperature 0 celsius, time 30 minute. Product: Cl.Cl.Cl.FC1=C(C=C(C=C1)C=1N=C(N(C1)CCN(C)C)C1CCNCC1)C(F)(F)F (2-(4-(4-Fluoro-3-(trifluoromethyl)phenyl)-2-(piperidin-4-yl)-1H-imidazol-1-yl)-N,N-dimethylethanamine trihydrochloride). Yield: 106.5%. RXN SMILES: C([Cl:4])(=O)C.C(OC([N:12]1[CH2:17][CH2:16][CH:15]([C:18]2[N:19]([CH2:34][CH2:35][N:36]([CH3:38])[CH3:37])[CH:20]=[C:21]([C:23]3[CH:28]=[CH:27][C:26]([F:29])=[C:25]([C:30]([F:33])([F:32])[F:31])[CH:24]=3)[N:22]=2)[CH2:14][CH2:13]1)=O)(C)(C)C>C(O)C>[ClH:4].[ClH:4].[ClH:4].[F:29][C:26]1[CH:27]=[CH:28][C:23]([C:21]2[N:22]=[C:18]([CH:15]3[CH2:16][CH2:17][NH:12][CH2:13][CH2:14]3)[N:19]([CH2:34][CH2:35][N:36]([CH3:38])[CH3:37])[CH:20]=2)=[CH:24][C:25]=1[C:30]([F:31])([F:32])[F:33] |f:3.4.5.6|. Procedure: In a 1 L 3 neck round bottom flask with a mechanical stirrer, thermocouple and nitrogen inlet charge ethanol (339.2 mL) and cool to −5 to 5° C. Add drop-wise neat acetyl chloride (78.5 g, 1 mol, 5 eq) at a rate to maintain temperature at 0-15° C. Cool the resulting solution to 0-5° C. and stir for 30 minutes. Add 4-(1-(2-(dimethylamino)ethyl)-4-(4-fluoro-3-(trifluoromethyl)phenyl)-1H-imidazol-2-yl)piperidine-1-carboxylic acid tert-butyl ester (96.9 g, 0.2 mol, 1 eq) over 5-10 minutes. Warm the r...